This data is from the Open Reaction Database (ORD), a public repository of structured organic reaction records. The task is: describe an organic reaction: reactants, conditions, products, and yield Starting materials: IC=1C=C(N)C=CC1 (3-iodoaniline), FC1=C(C=C(C=C1)C(F)(F)F)N=C=O (2-fluoro-5-(trifluoromethyl)phenyl isocyanate). The solvent is ClCCCl (1,2-dichloroethane). Yields the product FC1=C(C=C(C=C1)C(F)(F)F)NC(=O)NC1=CC(=CC=C1)I (1-[2-fluoro-5-(trifluoromethyl)phenyl]-3-(3-iodophenyl)urea). The yield is 71.0%. As a reaction SMILES: [I:1][C:2]1[CH:3]=[C:4]([CH:6]=[CH:7][CH:8]=1)[NH2:5].[F:9][C:10]1[CH:15]=[CH:14][C:13]([C:16]([F:19])([F:18])[F:17])=[CH:12][C:11]=1[N:20]=[C:21]=[O:22]>ClCCCl>[F:9][C:10]1[CH:15]=[CH:14][C:13]([C:16]([F:19])([F:18])[F:17])=[CH:12][C:11]=1[NH:20][C:21]([NH:5][C:4]1[CH:6]=[CH:7][CH:8]=[C:2]([I:1])[CH:3]=1)=[O:22]. Reported procedure: To a solution of 3-iodoaniline (438 mg, 2.0 mmol) in 15.0 mL 1,2-dichloroethane at rt was added 2-fluoro-5-(trifluoromethyl)phenyl isocyanate (0.304 mL, 2.1 mmol). After 4 hours the precipitant was filtered and rinsed with 10% EtOAc/hexane to give the title compound as a white solid (602 mg, 71%). 1H NMR (DSMO-d6) δ: 9.25 (br. s, 1H), 8.91 (br. s, 1H), 8.57 (dd, J=7.3, 2.1 Hz, 1H), 8.04 (t, J=1.9 Hz, 1H), 7.46-7.54 (m, 1H), 7.42 (dd, J=4.5, 2.2 Hz, 1H), 7.35-7.40 (m, 1H), 7.28-7.33 (m, 1H), 7.06... Starting materials: O=Cc1cc(Br)ccc1O, CC#N, [I-], [K+], NCl, O. Product: O=Cc1cc(Br)cc(I)c1O. Reaction SMILES: [Br:1][c:2]1[cH:3][cH:4][c:5]([OH:10])[c:6]([CH:7]=[O:8])[cH:9]1.[CH3:15][C:16]#[N:17].[I-:12].[K+:11].[NH2:13][Cl:14].[OH2:18]>>[Br:1][c:2]1[cH:3][c:4]([I:12])[c:5]([OH:10])[c:6]([CH:7]=[O:8])[cH:9]1. Reactants: ClCCC1=CC2=C(C(NCCC2)=O)S1 (2-chloroethyl-4,5,6,7-tetrahydro-8H-thieno[2,3-c]azepin-8-one), Cl.FC1=CC2=C(C(=NO2)C2CCNCC2)C=C1 (4-(6-fluoro-1,2-benzisoxazol-3-yl)piperidine hydrochloride), C([O-])([O-])=O.[K+].[K+] (potassium carbonate), [I-].[K+] (potassium iodide). Run in CN(C=O)C (dimethylformamide), C1(=CC=CC=C1)C (toluene). Run at temperature 90 celsius, time 22 hour. Yields the product FC1=CC2=C(C(=NO2)C2CCN(CC2)CCC2=CC3=C(C(NCCC3)=O)S2)C=C1 (2-(2-(4-(6-fluoro-1,2-benzisoxazol-3-yl)piperidin-1-yl)ethyl)-4,5,6,7-tetrahydro-8H-thieno[2,3-c]azepin-8-one). Yield: 45.1%. As a reaction SMILES: Cl[CH2:2][CH2:3][C:4]1[S:14][C:7]2[C:8](=[O:13])[NH:9][CH2:10][CH2:11][CH2:12][C:6]=2[CH:5]=1.Cl.[F:16][C:17]1[CH:31]=[CH:30][C:20]2[C:21]([CH:24]3[CH2:29][CH2:28][NH:27][CH2:26][CH2:25]3)=[N:22][O:23][C:19]=2[CH:18]=1.C(=O)([O-])[O-].[K+].[K+].[I-].[K+]>CN(C)C=O.C1(C)C=CC=CC=1>[F:16][C:17]1[CH:31]=[CH:30][C:20]2[C:21]([CH:24]3[CH2:25][CH2:26][N:27]([CH2:2][CH2:3][C:4]4[S:14][C:7]5[C:8](=[O:13])[NH:9][CH2:10][CH2:11][CH2:12][C:6]=5[CH:5]=4)[CH2:28][CH2:29]3)=[N:22][O:23][C:19]=2[CH:18]=1 |f:1.2,3.4.5,6.7|. Reported procedure: A mixture of 800 mg of 2-chloroethyl-4,5,6,7-tetrahydro-8H-thieno[2,3-c]azepin-8-one, 920 mg of 4-(6-fluoro-1,2-benzisoxazol-3-yl)piperidine hydrochloride, 1.45 g of potassium carbonate and 580 mg of potassium iodide in 10 ml of dimethylformamide and 10 ml of toluene was stirred at 90° C. for 22 hours and concentrated in vacuo. To the residue were added ethyl acetate and water, and separated. The ethyl acetate layer was washed with water, dried over magnesium sulfate and concentrated in vacuo. T... The reactants are S(=O)(Cl)Cl (sulfinyl chloride), C (charcoal), 22.6, ClC=1C=CC2=C(N(C(N2)=O)CCCO)C1 (6-chloro-1,3-dihydro-1-(3-hydroxypropyl)-2H-benzimidazol-2-one). Solvent: ClC(Cl)Cl (trichloromethane). Conditions: time 3 hour. The product is 19, ClC=1C=CC2=C(N(C(N2)=O)CCCCl)C1 (6-chloro-1-(3-chloropropyl)-1,3-dihydro-2H-benzimidazol-2-one). The yield is 77.5%. Reaction SMILES: [Cl:1][C:2]1[CH:3]=[CH:4][C:5]2[NH:9][C:8](=[O:10])[N:7]([CH2:11][CH2:12][CH2:13]O)[C:6]=2[CH:15]=1.S(Cl)([Cl:18])=O.C>ClC(Cl)Cl>[Cl:1][C:2]1[CH:3]=[CH:4][C:5]2[NH:9][C:8](=[O:10])[N:7]([CH2:11][CH2:12][CH2:13][Cl:18])[C:6]=2[CH:15]=1. Procedure details: To a stirred mixture of 22.6 parts of 6-chloro-1,3-dihydro-1-(3-hydroxypropyl)-2H-benzimidazol-2-one and 300 parts of trichloromethane are added dropwise 32 parts of sulfinyl chloride. Upon completion, stirring is continued for 3 hours at reflux. After stirring with activated charcoal, the reaction mixture is filtered hot over hyflo. The filtrate is evaporated and the residue is dissolved in methylbenzene. The solution is washed a few times with water, dried, filtered and evaporated. The oily re... Reactants: ClC1=CC(=C(OC=2C=C(C(=O)O)C=CC2)C=C1)[N+](=O)[O-] (3-(4-Chloro-2-nitro-phenoxy)-benzoic acid), C(C)O (ethanol). Product: C(C)OC(C1=CC(=CC=C1)OC1=C(C=C(C=C1)Cl)[N+](=O)[O-])=O (3-(4-Chloro-2-nitro-phenoxy)-benzoic acid ethyl ester). The yield is 91.0%. Reaction SMILES: [Cl:1][C:2]1[CH:17]=[CH:16][C:5]([O:6][C:7]2[CH:8]=[C:9]([CH:13]=[CH:14][CH:15]=2)[C:10]([OH:12])=[O:11])=[C:4]([N+:18]([O-:20])=[O:19])[CH:3]=1.[CH2:21](O)[CH3:22]>>[CH2:21]([O:11][C:10](=[O:12])[C:9]1[CH:13]=[CH:14][CH:15]=[C:7]([O:6][C:5]2[CH:16]=[CH:17][C:2]([Cl:1])=[CH:3][C:4]=2[N+:18]([O-:20])=[O:19])[CH:8]=1)[CH3:22]. Procedure: To the product from Example 168a (2.0 g, 6.8 mmol) in ethanol (50 mL) with cooling, was bubbled HCl gas for 10 h. The excess ethanol was removed under vacuum. The solid was taken up in ethyl acetate. The organic layer washed with saturated NaHCO3, water, brine, and dried over sodium sulfate, filtered and concentrated under vacuum giving the title compound (2.0 g, 91%). Reactants: CC(C)CCn1c(CO)nc2cc(CNC(=O)OC(C)(C)C)ccc21, ClCCl, O=S(Cl)Cl. The product is CC(C)CCn1c(CCl)nc2cc(CNC(=O)OC(C)(C)C)ccc21. As a reaction SMILES: [C:1]([CH3:2])([CH3:3])([CH3:4])[O:5][C:6]([NH:7][CH2:8][c:9]1[cH:10][c:11]2[c:12]([n:13]([CH2:18][CH2:19][CH:20]([CH3:21])[CH3:22])[c:14]([CH2:16][OH:17])[n:15]2)[cH:23][cH:24]1)=[O:25].[Cl:30][CH2:31][Cl:32].[S:26]([Cl:27])([Cl:28])=[O:29]>>[C:1]([CH3:2])([CH3:3])([CH3:4])[O:5][C:6]([NH:7][CH2:8][c:9]1[cH:10][c:11]2[c:12]([n:13]([CH2:18][CH2:19][CH:20]([CH3:21])[CH3:22])[c:14]([CH2:16][Cl:28])[n:15]2)[cH:23][cH:24]1)=[O:25]. Starting materials: CCO, CC(=O)[O-], O=Cc1cc(Oc2ccc(C(F)(F)F)cc2Cl)ccc1[N+](=O)[O-], Cl, NO, [Na+], O. Product: O=[N+]([O-])c1ccc(Oc2ccc(C(F)(F)F)cc2Cl)cc1C=NO. Reaction SMILES: [CH3:33][CH2:34][OH:35].[CH3:5][C:6](=[O:7])[O-:8].[Cl:9][c:10]1[c:11]([O:12][c:13]2[cH:14][cH:15][c:16]([N+:21](=[O:22])[O-:23])[c:17]([CH:18]=[O:19])[cH:20]2)[cH:24][cH:25][c:26]([C:28]([F:29])([F:30])[F:31])[cH:27]1.[ClH:1].[NH2:2][OH:3].[Na+:4].[OH2:32]>>[N:2]([OH:3])=[CH:18][c:17]1[c:16]([N+:21](=[O:22])[O-:23])[cH:15][cH:14][c:13]([O:12][c:11]2[c:10]([Cl:9])[cH:27][c:26]([C:28]([F:29])([F:30])[F:31])[cH:25][cH:24]2)[cH:20]1.